This data is from the Open Reaction Database (ORD), a public repository of structured organic reaction records. The task is: describe an organic reaction: reactants, conditions, products, and yield The reactants are ClC1=NC=C(C=C1NS(=O)(=O)C1=CC=C(C=C1)F)C=1C=C2C(=CC=NC2=CC1)Cl (N-(2-chloro-5-(4-chloroquinolin-6-yl)pyridin-3-yl)-4-fluorobenzenesulfonamide), O.COC1=NC=CC=C1B(O)O (2-methoxypyridine-3-boronic acid hydrate), C([O-])([O-])=O.[Na+].[Na+] (sodium carbonate). Reagents/catalysts: [Pd] (Pd). Solvent: O1CCOCC1 (dioxane). Run at time 20 minute. Product: ClC1=NC=C(C=C1NS(=O)(=O)C1=CC=C(C=C1)F)C=1C=C2C(=CC=NC2=CC1)C=1C(=NC=CC1)OC (N-(2-chloro-5-(4-(2-methoxy-3-pyridinyl)-6-quinolinyl)-3-pyridinyl)-4-fluorobenzenesulfonamide). Reaction SMILES: [Cl:1][C:2]1[C:7]([NH:8][S:9]([C:12]2[CH:17]=[CH:16][C:15]([F:18])=[CH:14][CH:13]=2)(=[O:11])=[O:10])=[CH:6][C:5]([C:19]2[CH:20]=[C:21]3[C:26](=[CH:27][CH:28]=2)[N:25]=[CH:24][CH:23]=[C:22]3Cl)=[CH:4][N:3]=1.O.[CH3:31][O:32][C:33]1[C:38](B(O)O)=[CH:37][CH:36]=[CH:35][N:34]=1.C(=O)([O-])[O-].[Na+].[Na+]>[Pd].O1CCOCC1>[Cl:1][C:2]1[C:7]([NH:8][S:9]([C:12]2[CH:17]=[CH:16][C:15]([F:18])=[CH:14][CH:13]=2)(=[O:11])=[O:10])=[CH:6][C:5]([C:19]2[CH:28]=[C:27]3[C:26](=[CH:21][CH:20]=2)[N:25]=[CH:24][CH:23]=[C:22]3[C:38]2[C:33]([O:32][CH3:31])=[N:34][CH:35]=[CH:36][CH:37]=2)=[CH:4][N:3]=1 |f:1.2,3.4.5|. Procedure: (Some starting materials may be obtained from Frontier Scientific, Inc., Logan, Utah) To a 5 mL CEM microwave tube was added N-(2-chloro-5-(4-chloroquinolin-6-yl)pyridin-3-yl)-4-fluorobenzenesulfonamide (0.07 g, 0.2 mmol), 2-methoxypyridine-3-boronic acid hydrate (0.07 g, 0.5 mmol), sodium carbonate (0.2 mL, 0.5 mmol), Pd fibrecat PPh (20% wt, 15 mg), and dioxane (3 mL). The vial was sealed and placed into CEM microwave for 20 min. at 120° C., with 100 watts of power. LC/MS showed a desired prod... Starting materials: O (Water), C1(CCCCC1)NCC(CC)O (N-Cyclohexyl-N-(2-hydroxybutyl)amine), C(C)Br (ethyl bromide), [H-].[Na+] (sodium hydride). The solvent is O1CCCC1 (tetrahydrofuran). Reaction conditions: temperature 60 celsius, time 1 hour. Yields the product C1(CCCCC1)NCC(CC)OCC (N-cyclohexyl-N-(2-ethoxybutyl)amine). The yield is 45.8%. Reaction SMILES: [CH:1]1([NH:7][CH2:8][CH:9]([OH:12])[CH2:10][CH3:11])[CH2:6][CH2:5][CH2:4][CH2:3][CH2:2]1.[H-].[Na+].[CH2:15](Br)[CH3:16].O>O1CCCC1>[CH:1]1([NH:7][CH2:8][CH:9]([O:12][CH2:15][CH3:16])[CH2:10][CH3:11])[CH2:6][CH2:5][CH2:4][CH2:3][CH2:2]1 |f:1.2|. Procedure details: N-Cyclohexyl-N-(2-hydroxybutyl)amine (3 g) is dissolved in tetrahydrofuran (50 ml), and thereto is added with stirring sodium hydride (60% oily dispersion, 2.1 g) under ice-cooling, and the mixture is heated with stirring at 60° C. for one hour. To the reaction mixture is added dropwise with stirring ethyl bromide (2.1 g) under ice-cooling, and the mixture is stirred at room temperature for 4 hours. Water is added to the reaction mixture, and the mixture is extracted with ethyl acetate. The extr... Reactants: ClC1=C(OC=2C=CC(=C(C2)O)[N+](=O)[O-])C=CC(=C1)C(F)(F)F (5-(2-chloro-4-trifluoromethylphenoxy)-2-nitrophenol), ClCP(O)(=O)C (chloromethyl methylphosphinic acid), C([O-])([O-])=O.[K+].[K+] (potassium carbonate). Solvent: CN(C=O)C (dimethylformamide). Product: CP(O)(=O)COC1=C(C=CC(=C1)OC1=C(C=C(C=C1)C(F)(F)F)Cl)[N+](=O)[O-] (P-methyl-2-nitro-5-(2-chloro-4-trifluoromethylphenoxy)phenoxymethylphosphinic acid). RXN SMILES: [Cl:1][C:2]1[CH:18]=[C:17]([C:19]([F:22])([F:21])[F:20])[CH:16]=[CH:15][C:3]=1[O:4][C:5]1[CH:6]=[CH:7][C:8]([N+:12]([O-:14])=[O:13])=[C:9]([OH:11])[CH:10]=1.Cl[CH2:24][P:25]([CH3:28])(=[O:27])[OH:26].C(=O)([O-])[O-].[K+].[K+]>CN(C)C=O>[CH3:24][P:25]([CH2:28][O:11][C:9]1[CH:10]=[C:5]([O:4][C:3]2[CH:15]=[CH:16][C:17]([C:19]([F:21])([F:20])[F:22])=[CH:18][C:2]=2[Cl:1])[CH:6]=[CH:7][C:8]=1[N+:12]([O-:14])=[O:13])(=[O:26])[OH:27] |f:2.3.4|. Procedure details: A mixture of 5-(2-chloro-4-trifluoromethylphenoxy)-2-nitrophenol (2.5 mmol), chloromethyl methylphosphinic acid (3.8 mmol), potassium carbonate (5.0 mmol) and dimethylformamide (5 ml) is heated to 120° for 2 hours. The reaction mixture is then acidified and extracted with ether. The combined ether extracts are washed with water, dried and evaporated to dryness to yield P-methyl-2-nitro-5-(2-chloro-4-trifluoromethylphenoxy)phenoxymethylphosphinic acid. Reactants: [BH4-], COc1ccc2nccc(-n3cc4c(n3)CCC(N)C4)c2n1, CN(C)c1ccc(C=O)c(F)c1C#N, CO, [Na+], O. Product: COc1ccc2nccc(-n3cc4c(n3)CCC(NCc3ccc(N(C)C)c(C#N)c3F)C4)c2n1. As a reaction SMILES: [BH4-:37].[CH3:15][O:16][c:17]1[n:18][c:19]2[c:20](-[n:27]3[n:28][c:29]4[c:34]([cH:35]3)[CH2:33][CH:32]([NH2:36])[CH2:31][CH2:30]4)[cH:21][cH:22][n:23][c:24]2[cH:25][cH:26]1.[CH3:1][N:2]([c:3]1[cH:4][cH:5][c:6]([CH:12]=[O:13])[c:7]([F:11])[c:8]1[C:9]#[N:10])[CH3:14].[CH3:39][OH:40].[Na+:38].[OH2:41]>>[CH3:1][N:2]([c:3]1[cH:4][cH:5][c:6]([CH2:12][NH:36][CH:32]2[CH2:31][CH2:30][c:29]3[n:28][n:27](-[c:20]4[c:19]5[n:18][c:17]([O:16][CH3:15])[cH:26][cH:25][c:24]5[n:23][cH:22][cH:21]4)[cH:35][c:34]3[CH2:33]2)[c:7]([F:11])[c:8]1[C:9]#[N:10])[CH3:14]. Reactants: BrC=1C=CC2=C(SC=C2)C1 (6-bromobenzo[b]thiophene), CI (CH3I), C(C)(C)NC(C)C (diisopropylamine), CN(C)CCN(C)C (TMEDA), [Li]CCCC (n-BuLi). The solvent is C(=O)(O)[O-].[Na+] (NaHCO3), C1CCOC1 (THF), C1CCOC1 (THF). Conditions: temperature 0 celsius, time 30 minute. Product: BrC=1C=CC2=C(SC(=C2)C)C1 (6-Bromo-2-methylbenzo[b]thiophene). The yield is 94.7%. Reaction SMILES: [CH:1](NC(C)C)(C)C.CN(CCN(C)C)C.[Li]CCCC.[Br:21][C:22]1[CH:23]=[CH:24][C:25]2[CH:29]=[CH:28][S:27][C:26]=2[CH:30]=1.CI>C1COCC1.C([O-])(O)=O.[Na+]>[Br:21][C:22]1[CH:23]=[CH:24][C:25]2[CH:29]=[C:28]([CH3:1])[S:27][C:26]=2[CH:30]=1 |f:6.7|. Reported procedure: Into a stirred solution of diisopropylamine (1.45 mL, 10.3 mmol) and TMEDA (3.4 mL, 22.5 mmol) in THF (30 mL, freshly distilled) at −78° C. is added 1.6 M n-BuLi (7.0 mL, 11.2 mmol) via a syringe. The solution is warmed to 0° C. for 30 min and re-cooled to −78° C. A solution of 6-bromobenzo[b]thiophene 2.0 g, 9.38 mmol) in THF (10 mL) is added via a cannula. After stirring for 30 min, a solution of CH3I (14.0 mL, 28.1 mmol, 2.0 M in tert-butyl methyl ether) is added via a cannula. The solution i... Reactants: ClC1=NC=CC(=N1)N1C(OC[C@H]1C1=CC=CC=C1)=O ((R)-3-(2-chloropyrimidin-4-yl)-4-phenyloxazolidin-2-one), ClC=1C=C(C=CC1Cl)C(C)N (1-(3,4-dichlorophenyl)ethanamine). The solvent is CS(=O)C (DMSO), CCOC(=O)C (EtOAc). Product: ClC=1C=C(C=CC1Cl)[C@@H](C)NC1=NC=CC(=N1)N1C(OC[C@H]1C1=CC=CC=C1)=O ((R)-3-(2-((R)-1-(3,4-dichlorophenyl)ethylamino)pyrimidin-4-yl)-4-phenyloxazolidin-2-one), ClC=1C=C(C=CC1Cl)[C@H](C)NC1=NC=CC(=N1)N1C(OC[C@H]1C1=CC=CC=C1)=O ((R)-3-(2-((S)-1-(3,4-dichlorophenyl)ethylamino)pyrimidin-4-yl)-4-phenyloxazolidin-2-one). RXN SMILES: Cl[C:2]1[N:7]=[C:6]([N:8]2[C@H:12]([C:13]3[CH:18]=[CH:17][CH:16]=[CH:15][CH:14]=3)[CH2:11][O:10][C:9]2=[O:19])[CH:5]=[CH:4][N:3]=1.[Cl:20][C:21]1[CH:22]=[C:23]([CH:28]([NH2:30])[CH3:29])[CH:24]=[CH:25][C:26]=1[Cl:27]>CS(C)=O.CCOC(C)=O>[Cl:20][C:21]1[CH:22]=[C:23]([C@H:28]([NH:30][C:2]2[N:7]=[C:6]([N:8]3[C@H:12]([C:13]4[CH:18]=[CH:17][CH:16]=[CH:15][CH:14]=4)[CH2:11][O:10][C:9]3=[O:19])[CH:5]=[CH:4][N:3]=2)[CH3:29])[CH:24]=[CH:25][C:26]=1[Cl:27].[Cl:20][C:21]1[CH:22]=[C:23]([C@@H:28]([NH:30][C:2]2[N:7]=[C:6]([N:8]3[C@H:12]([C:13]4[CH:18]=[CH:17][CH:16]=[CH:15][CH:14]=4)[CH2:11][O:10][C:9]3=[O:19])[CH:5]=[CH:4][N:3]=2)[CH3:29])[CH:24]=[CH:25][C:26]=1[Cl:27]. Reported procedure: A solution of (R)-3-(2-chloropyrimidin-4-yl)-4-phenyloxazolidin-2-one (83 mg, 0.30 mmol) and 1-(3,4-dichlorophenyl)ethanamine (260 mg, 1.37 mmol, 4.5 equiv) in DMSO (1.5 mL) was heated at 110° C. for 1½ h. The reaction mixture was diluted with EtOAc (8 mL) and washed with water (30 mL). After separation, the aqueous phase was extracted with EtOAc (3×8 mL). Combined organics were dried over Na2SO4, filtered and concentrated. Silica gel column chromatography (EtOAc/Heptane 0 to 40%) provided (R)-3... Reactants: Cc1nc2ccccc2s1, O=Cc1ccccc1OCCCCCl. Product: ClCCCCOc1ccccc1C=Cc1nc2ccccc2s1. RXN SMILES: [CH3:15][c:16]1[s:17][c:18]2[c:19]([n:20]1)[cH:21][cH:22][cH:23][cH:24]2.[Cl:1][CH2:2][CH2:3][CH2:4][CH2:5][O:6][c:7]1[c:8]([CH:9]=[O:10])[cH:11][cH:12][cH:13][cH:14]1>>[Cl:1][CH2:2][CH2:3][CH2:4][CH2:5][O:6][c:7]1[c:8]([CH:9]=[CH:15][c:16]2[s:17][c:18]3[c:19]([n:20]2)[cH:21][cH:22][cH:23][cH:24]3)[cH:11][cH:12][cH:13][cH:14]1.